Dataset: the Open Reaction Database (ORD), a public repository of structured organic reaction records. Task: describe an organic reaction: reactants, conditions, products, and yield The reactants are N(=[N+]=[N-])CC1=CC=C(C=C1)CC(=O)Cl (p-azidomethylphenylacetyl chloride), NC1C2SCC(=C(N2C1=O)C(=O)O)C (7-amino-3-methyl-8-oxo-5-thia-1-azabicyclo[4.2.0]oct-2-ene-2-carboxylic acid). Solvent: C(C)(=O)OCC (ethyl acetate). The product is N(=[N+]=[N-])CC1=CC=C(C=C1)CC(=O)NC1C2SCC(=C(N2C1=O)C(=O)O)C (7-[[2-[4-(azidomethyl)phenyl]acetyl]amino]-3-methyl-8-oxo-5-thia-1-azabicyclo[4.2.0]oct-2-ene-2-carboxylic acid). RXN SMILES: [N:1]([CH2:4][C:5]1[CH:10]=[CH:9][C:8]([CH2:11][C:12](Cl)=[O:13])=[CH:7][CH:6]=1)=[N+:2]=[N-:3].[NH2:15][CH:16]1[C:23](=[O:24])[N:22]2[CH:17]1[S:18][CH2:19][C:20]([CH3:28])=[C:21]2[C:25]([OH:27])=[O:26]>C(OCC)(=O)C>[N:1]([CH2:4][C:5]1[CH:10]=[CH:9][C:8]([CH2:11][C:12]([NH:15][CH:16]2[C:23](=[O:24])[N:22]3[CH:17]2[S:18][CH2:19][C:20]([CH3:28])=[C:21]3[C:25]([OH:27])=[O:26])=[O:13])=[CH:7][CH:6]=1)=[N+:2]=[N-:3]. Procedure: A mixture of p-azidomethylphenylacetyl chloride (0.6 g) and 7-amino-3-methyl-8-oxo-5-thia-1-azabicyclo[4.2.0]oct-2-ene-2-carboxylic acid (0.6 g) in 250 ml of ethyl acetate was refluxed for 50 minutes after which the solvent was removed under vacuum yielding an oily residue which was purified by chromatography using 60 g of silica gel and benzene-acetone as the eluant to give 7-[[2-[4-(azidomethyl)phenyl]acetyl]amino]-3-methyl-8-oxo-5-thia-1-azabicyclo[4.2.0]oct-2-ene-2-carboxylic acid. M.P. 154°... Reaction SMILES: [NH2:1][C:2]1[CH:7]=[CH:6][C:5]([O:8][C:9]([F:12])([F:11])[F:10])=[CH:4][C:3]=1[C:13]([C:15]1[CH:20]=[CH:19][C:18]([Cl:21])=[CH:17][CH:16]=1)=O.[C:22]([CH2:25][C:26](=O)[CH3:27])(=[O:24])[CH3:23]>CCCCCCC.C(OCC)(=O)C>[Cl:21][C:18]1[CH:19]=[CH:20][C:15]([C:13]2[C:3]3[C:2](=[CH:7][CH:6]=[C:5]([O:8][C:9]([F:12])([F:11])[F:10])[CH:4]=3)[N:1]=[C:26]([CH3:27])[C:25]=2[C:22](=[O:24])[CH3:23])=[CH:16][CH:17]=1 |f:2.3|. Starting materials: NC1=C(C=C(C=C1)OC(F)(F)F)C(=O)C1=CC=C(C=C1)Cl ((2-Amino-5-trifluoromethoxy-phenyl)-(4-chloro-phenyl)-methanone), C(C)(=O)CC(C)=O (acetylacetone), ( M ). The product is ClC1=CC=C(C=C1)C1=C(C(=NC2=CC=C(C=C12)OC(F)(F)F)C)C(C)=O (1-[4-(4-Chloro-phenyl)-2-methyl-6-trifluoromethoxy-quinolin-3-yl]-ethanone). Yield: 61.0%. Run in CCCCCCC.C(C)(=O)OCC (heptane ethyl acetate). Reported procedure: The title compound was prepared from (2-Amino-5-trifluoromethoxy-phenyl)-(4-chloro-phenyl)-methanone [example A3] and acetylacetone according to the method of example 1, except that heptane/ethyl acetate (1:2) was used. Yield: 61%. MS: m/z=379 (M). The reactants are NC1=C(SC2=NC=C(N=C21)Cl)C(=O)OC (methyl 7-amino-2-chloro-thieno[2,3-b]pyrazine-6carboxylate), C(=O)([O-])[O-].[K+].[K+] (K2CO3), Example 10C, C(C)B(C=1C=NC=CC1)CC (diethyl(3-pyridyl)borane). Reagents/catalysts: C1=CC=C(C=C1)P([C-]2C=CC=C2)C3=CC=CC=C3.C1=CC=C(C=C1)P([C-]2C=CC=C2)C3=CC=CC=C3.Cl[Pd]Cl.[Fe+2] (Pd(dppf)Cl2). The solvent is CN(C)C=O (DMF). Conditions: temperature 95 celsius. Product: NC1=C(SC2=NC=C(N=C21)C=2C=NC=CC2)C(=O)OC (Methy 7-amino-2-(3-pyridyl)thieno[2,3-b]pyrazine-6-carboxylate). The yield is 80.0%. RXN SMILES: [NH2:1][C:2]1[C:10]2[C:5](=[N:6][CH:7]=[C:8](Cl)[N:9]=2)[S:4][C:3]=1[C:12]([O:14][CH3:15])=[O:13].C(B(CC)[C:19]1[CH:20]=[N:21][CH:22]=[CH:23][CH:24]=1)C.C([O-])([O-])=O.[K+].[K+]>CN(C=O)C.C1C=CC(P(C2C=CC=CC=2)[C-]2C=CC=C2)=CC=1.C1C=CC(P(C2C=CC=CC=2)[C-]2C=CC=C2)=CC=1.Cl[Pd]Cl.[Fe+2]>[NH2:1][C:2]1[C:10]2[C:5](=[N:6][CH:7]=[C:8]([C:19]3[CH:20]=[N:21][CH:22]=[CH:23][CH:24]=3)[N:9]=2)[S:4][C:3]=1[C:12]([O:14][CH3:15])=[O:13] |f:2.3.4,6.7.8.9|. Reported procedure: A solution of the methyl 7-amino-2-chloro-thieno[2,3-b]pyrazine-6carboxylate prepared as described in Example 10C (0.468 g), diethyl(3-pyridyl)borane (0.293 g), Pd(dppf)Cl2 (0.157 g), and K2CO3 (0.800 g) in degassed DMF (10 mL) was heated to 95° C. for 1.5 h, cooled, quenched in sat'd NH4Cl, the solid precipitate collected, washed with water and dried. Purification by silica gel column chromatographed provided 0.44 g (80%) of the title compound. 1H NMR (DMSO-d6) δ 3.87 (3H, s), 7.25 (2H, br s), ... Reactants: CCCC[N+](CCCC)(CCCC)CCCC, C[Si](C)(C)CCOCN1C(=O)CN(c2cccc(-n3cc(-c4ccc(Cl)cc4Cl)nc3Cc3ccc(-c4ccc(OCCC5CCCCC5)nn4)cc3)c2)S1(=O)=O, [F-]. Yields the product O=C1CN(c2cccc(-n3cc(-c4ccc(Cl)cc4Cl)nc3Cc3ccc(-c4ccc(OCCC5CCCCC5)nn4)cc3)c2)S(=O)(=O)N1. Reaction SMILES: [CH3:59][CH2:60][CH2:61][CH2:62][N+:63]([CH2:64][CH2:65][CH2:66][CH3:67])([CH2:68][CH2:69][CH2:70][CH3:71])[CH2:72][CH2:73][CH2:74][CH3:75].[CH:1]1([CH2:7][CH2:8][O:9][c:10]2[cH:11][cH:12][c:13](-[c:16]3[cH:17][cH:18][c:19]([CH2:20][c:21]4[n:22](-[c:34]5[cH:35][c:36]([N:40]6[CH2:41][C:42](=[O:55])[N:43]([CH2:47][O:48][CH2:49][CH2:50][Si:51]([CH3:52])([CH3:53])[CH3:54])[S:44]6(=[O:45])=[O:46])[cH:37][cH:38][cH:39]5)[cH:23][c:24](-[c:26]5[c:27]([Cl:33])[cH:28][c:29]([Cl:32])[cH:30][cH:31]5)[n:25]4)[cH:56][cH:57]3)[n:14][n:15]2)[CH2:2][CH2:3][CH2:4][CH2:5][CH2:6]1.[F-:58]>>[CH:1]1([CH2:7][CH2:8][O:9][c:10]2[cH:11][cH:12][c:13](-[c:16]3[cH:17][cH:18][c:19]([CH2:20][c:21]4[n:22](-[c:34]5[cH:35][c:36]([N:40]6[CH2:41][C:42](=[O:55])[NH:43][S:44]6(=[O:45])=[O:46])[cH:37][cH:38][cH:39]5)[cH:23][c:24](-[c:26]5[c:27]([Cl:33])[cH:28][c:29]([Cl:32])[cH:30][cH:31]5)[n:25]4)[cH:56][cH:57]3)[n:14][n:15]2)[CH2:2][CH2:3][CH2:4][CH2:5][CH2:6]1.